This data is from the Open Reaction Database (ORD), a public repository of structured organic reaction records. The task is: describe an organic reaction: reactants, conditions, products, and yield Reactants: CC(=O)[O-], CC(=O)[O-], C1COCCO1, CC(C)(C)[O-], N#CC1(c2ccc(Cl)nc2)CC1, Cl, C1CNC1, [Na+], [Pd+2]. Product: N#CC1(c2ccc(N3CCC3)nc2)CC1. Reaction SMILES: [C:30]([O-:31])(=[O:32])[CH3:33].[C:35]([O-:36])(=[O:37])[CH3:38].[CH2:13]1[O:14][CH2:15][CH2:16][O:17][CH2:18]1.[CH3:24][C:25]([CH3:26])([O-:27])[CH3:28].[Cl:1][c:2]1[cH:3][cH:4][c:5]([C:8]2([C:11]#[N:12])[CH2:9][CH2:10]2)[cH:6][n:7]1.[ClH:19].[NH:20]1[CH2:21][CH2:22][CH2:23]1.[Na+:29].[Pd+2:34]>>[c:2]1([N:20]2[CH2:21][CH2:22][CH2:23]2)[cH:3][cH:4][c:5]([C:8]2([C:11]#[N:12])[CH2:9][CH2:10]2)[cH:6][n:7]1. The reactants are C(C)(C)(C)C1=CC=C(C=C1)S(=O)(=O)Cl (4-t-butylbenzenesulfonyl chloride), NC1=C(C=C(C=C1)Cl)C(=O)C=1SC=CN1 ((2-Amino-5-chloro-phenyl)-thiazol-2-yl-methanone). Yields the product C(C)(C)(C)C1=CC=C(C=C1)S(=O)(=O)NC1=C(C=C(C=C1)Cl)C(=O)C=1SC=CN1 (4-tert-butyl-N-[4-chloro-2-(thiazole-2-carbonyl)-phenyl]benzenesulfonamide). Reaction SMILES: [C:1]([C:5]1[CH:10]=[CH:9][C:8]([S:11](Cl)(=[O:13])=[O:12])=[CH:7][CH:6]=1)([CH3:4])([CH3:3])[CH3:2].[NH2:15][C:16]1[CH:21]=[CH:20][C:19]([Cl:22])=[CH:18][C:17]=1[C:23]([C:25]1[S:26][CH:27]=[CH:28][N:29]=1)=[O:24]>>[C:1]([C:5]1[CH:10]=[CH:9][C:8]([S:11]([NH:15][C:16]2[CH:21]=[CH:20][C:19]([Cl:22])=[CH:18][C:17]=2[C:23]([C:25]2[S:26][CH:27]=[CH:28][N:29]=2)=[O:24])(=[O:13])=[O:12])=[CH:7][CH:6]=1)([CH3:4])([CH3:3])[CH3:2]. Procedure: The title compound was prepared by the reaction of 4-t-butylbenzenesulfonyl chloride with (2-Amino-5-chloro-phenyl)-thiazol-2-yl-methanone following the general procedure. MS: m/z 435.0 (M++1). The reactants are CCOC(=O)Nc1nc2ccc(Cl)cc2nc1OC, c1ccc(N2CCNCC2)nc1. Product: COc1nc2cc(Cl)ccc2nc1NC(=O)N1CCN(c2ccccn2)CC1. As a reaction SMILES: [Cl:1][c:2]1[cH:3][c:4]2[n:5][c:6]([O:18][CH3:19])[c:7]([NH:12][C:13]([O:14][CH2:15][CH3:16])=[O:17])[n:8][c:9]2[cH:10][cH:11]1.[n:20]1[c:21]([N:26]2[CH2:27][CH2:28][NH:29][CH2:30][CH2:31]2)[cH:22][cH:23][cH:24][cH:25]1>>[Cl:1][c:2]1[cH:3][c:4]2[n:5][c:6]([O:18][CH3:19])[c:7]([NH:12][C:13](=[O:17])[N:29]3[CH2:28][CH2:27][N:26]([c:21]4[n:20][cH:25][cH:24][cH:23][cH:22]4)[CH2:31][CH2:30]3)[n:8][c:9]2[cH:10][cH:11]1. Reactants: C(C=C)(=O)OC(C)(C)C (tert-butyl acrylate), CCN(C(C)C)C(C)C (DIEA), C(=O)(O)[O-].[Na+] (NaHCO3), C(C)(C)(C)OC(=O)N1CCN(CC1)C=1C=NC(=CC1)OCC1=CC(=C(C=C1)C1CCCCC1)C(F)(F)F (4-[6-(4-Cyclohexyl-3-trifluoromethyl-benzyloxy)-pyridin-3-yl]-piperazine-1-carboxylic acid tert-butyl ester), FC(C(=O)O)(F)F (trifluoroacetic acid). Solvent: CO (MeOH), C(Cl)Cl (DCM). Run at time 30 minute. The product is C(C)(C)(C)OC(CCN1CCN(CC1)C=1C=NC(=CC1)OCC1=CC(=C(C=C1)C1CCCCC1)C(F)(F)F)=O (3-{4-[6-(4-Cyclohexyl-3-trifluoromethyl-benzyloxy)-pyridin-3-yl]-piperazin-1-yl}-propionic acid tert-butyl ester). Reaction SMILES: C(OC([N:8]1[CH2:13][CH2:12][N:11]([C:14]2[CH:15]=[N:16][C:17]([O:20][CH2:21][C:22]3[CH:27]=[CH:26][C:25]([CH:28]4[CH2:33][CH2:32][CH2:31][CH2:30][CH2:29]4)=[C:24]([C:34]([F:37])([F:36])[F:35])[CH:23]=3)=[CH:18][CH:19]=2)[CH2:10][CH2:9]1)=O)(C)(C)C.FC(F)(F)C(O)=O.[C:45]([O:49][C:50]([CH3:53])([CH3:52])[CH3:51])(=[O:48])[CH:46]=[CH2:47].CCN(C(C)C)C(C)C.C([O-])(O)=O.[Na+]>C(Cl)Cl.CO>[C:50]([O:49][C:45](=[O:48])[CH2:46][CH2:47][N:8]1[CH2:13][CH2:12][N:11]([C:14]2[CH:15]=[N:16][C:17]([O:20][CH2:21][C:22]3[CH:27]=[CH:26][C:25]([CH:28]4[CH2:29][CH2:30][CH2:31][CH2:32][CH2:33]4)=[C:24]([C:34]([F:37])([F:35])[F:36])[CH:23]=3)=[CH:18][CH:19]=2)[CH2:10][CH2:9]1)([CH3:53])([CH3:52])[CH3:51] |f:4.5|. Reported procedure: To a solution of 4-[6-(4-Cyclohexyl-3-trifluoromethyl-benzyloxy)-pyridin-3-yl]-piperazine-1-carboxylic acid tert-butyl ester (155 mg, 0.398 mmol) in DCM (2 mL) is added trifluoroacetic acid (TFA) (4 mL). The reaction mixture is stirred at room temperature for 30 minutes and evaporated to dryness. The residue obtained is mixed with tert-butyl acrylate (76 mg, 0.6 mmol) and DIEA (193 mg, 1.49 mmol) in MeOH (4 mL) and the mixture is heated in a microwave oven at 90° C. for 30 minutes. The reaction ... Reactants: C(CCCCCCCCCCC)C1=CC(=NO1)CC1=CC=CC=C1 (5-dodecyl-3-(phenylmethyl)isoxazole), C1(=CC=CC=C1)CC(CC(CC)=O)=O (1-phenyl-2,4-hexanedione), Cl.NO (hydroxylamine hydrochloride), [OH-].[Na+] (sodium hydroxide). Solvent: C(C)(=O)O (acetic acid). Reaction conditions: temperature 65 celsius, time 23 hour. The product is C(CCCCCCCCCCC)C1=NOC(=C1)CC1=CC=CC=C1 (3-Dodecyl-5-(phenylmethyl)isoxazole). As a reaction SMILES: C1(CC(=O)CC(=O)CC)C=CC=CC=1.Cl.[NH2:16][OH:17].[OH-].[Na+].[CH2:20]([C:32]1ON=[C:34]([CH2:37][C:38]2[CH:43]=[CH:42][CH:41]=[CH:40][CH:39]=2)[CH:33]=1)[CH2:21][CH2:22][CH2:23][CH2:24][CH2:25][CH2:26][CH2:27][CH2:28][CH2:29][CH2:30][CH3:31]>C(O)(=O)C>[CH2:20]([C:32]1[CH:33]=[C:34]([CH2:37][C:38]2[CH:39]=[CH:40][CH:41]=[CH:42][CH:43]=2)[O:17][N:16]=1)[CH2:21][CH2:22][CH2:23][CH2:24][CH2:25][CH2:26][CH2:27][CH2:28][CH2:29][CH2:30][CH3:31] |f:1.2,3.4|. Reported procedure: A mixture of 1-phenyl-2,4-hexanedione (66.5 g, 0.201 mol), hydroxylamine hydrochloride (27.9 g, 0.402 mol), and 1M sodium hydroxide (201 mL, 0.201 mol) in glacial acetic acid (1.5 L) was stirred at 65° C. under nitrogen for 23 hours. The solution was allowed to cool, and the resulting suspension was filtered off and washed with CH3CO2H--H2O (9:1). The filtercake was washed separately with H2O and dried under house vacuum/air stream to give a white crystalline solid containing the title compound ... The reactants are O=C([O-])[O-], CC#N, C[Si](C)(C)CCOCn1c(=O)n(-c2ccc(OS(=O)(=O)C(F)(F)F)cc2)c2ncccc21, [Na+], [Na+], c1ccc(P(c2ccccc2)(c2ccccc2)[Pd](P(c2ccccc2)(c2ccccc2)c2ccccc2)(P(c2ccccc2)(c2ccccc2)c2ccccc2)P(c2ccccc2)(c2ccccc2)c2ccccc2)cc1, OB(O)c1cccc2cccnc12. The product is C[Si](C)(C)CCOCn1c(=O)n(-c2ccc(-c3cccc4cccnc34)cc2)c2ncccc21. Reaction SMILES: [C:46](=[O:47])([O-:48])[O-:49].[CH3:129][C:130]#[N:131].[F:1][C:2]([F:3])([F:4])[S:5]([O:6][c:7]1[cH:8][cH:9][c:10](-[n:13]2[c:14](=[O:30])[n:15]([CH2:22][O:23][CH2:24][CH2:25][Si:26]([CH3:27])([CH3:28])[CH3:29])[c:16]3[c:17]2[n:18][cH:19][cH:20][cH:21]3)[cH:11][cH:12]1)(=[O:31])=[O:32].[Na+:50].[Na+:51].[cH:52]1[cH:53][cH:54][c:55]([P:56]([Pd:57]([P:58]([c:59]2[cH:60][cH:61][cH:62][cH:63][cH:64]2)([c:65]2[cH:66][cH:67][cH:68][cH:69][cH:70]2)[c:71]2[cH:72][cH:73][cH:74][cH:75][cH:76]2)([P:77]([c:78]2[cH:79][cH:80][cH:81][cH:82][cH:83]2)([c:84]2[cH:85][cH:86][cH:87][cH:88][cH:89]2)[c:90]2[cH:91][cH:92][cH:93][cH:94][cH:95]2)[P:96]([c:97]2[cH:98][cH:99][cH:100][cH:101][cH:102]2)([c:103]2[cH:104][cH:105][cH:106][cH:107][cH:108]2)[c:109]2[cH:110][cH:111][cH:112][cH:113][cH:114]2)([c:115]2[cH:116][cH:117][cH:118][cH:119][cH:120]2)[c:121]2[cH:122][cH:123][cH:124][cH:125][cH:126]2)[cH:127][cH:128]1.[n:33]1[cH:34][cH:35][cH:36][c:37]2[cH:38][cH:39][cH:40][c:41]([B:43]([OH:44])[OH:45])[c:42]12>>[c:7]1(-[c:41]2[cH:40][cH:39][cH:38][c:37]3[cH:36][cH:35][cH:34][n:33][c:42]32)[cH:8][cH:9][c:10](-[n:13]2[c:14](=[O:30])[n:15]([CH2:22][O:23][CH2:24][CH2:25][Si:26]([CH3:27])([CH3:28])[CH3:29])[c:16]3[c:17]2[n:18][cH:19][cH:20][cH:21]3)[cH:11][cH:12]1. Starting materials: C(C)(C)(C)OC(NC1CC2SCC(N2C1=O)C#N)=O ((3-Cyano-5-oxo-hexahydro-pyrrolo[2,1-b]thiazol-6-yl)-carbamic acid tert-butyl ester). Run in Cl.O1CCOCC1 (HCl dioxane). Run at time 2 hour. The product is NC1CC2SCC(N2C1=O)C#N (6-Amino-5-oxo-hexahydro-pyrrolo[2,1-b]thiazole-3-carbonitrile). The yield is 30.9%. As a reaction SMILES: C(OC(=O)[NH:7][CH:8]1[C:15](=[O:16])[N:14]2[CH:10]([S:11][CH2:12][CH:13]2[C:17]#[N:18])[CH2:9]1)(C)(C)C>Cl.O1CCOCC1>[NH2:7][CH:8]1[C:15](=[O:16])[N:14]2[CH:10]([S:11][CH2:12][CH:13]2[C:17]#[N:18])[CH2:9]1 |f:1.2|. Procedure details: Compound 6 (0.6 g, 2.12 mmol) was dissolved in 15 mL 2N HCl/dioxane with stirring. After 2 h, many white solid formed. The above clear liquid was removed and another 20 mL dry ethyl ether was added, stirred and then discarded. The product 7 (0.12 g, 26%) was obtained and dried under reduced pressure. 1H NMR (400 MHz, CDCl3) δ 1.17 (m, 1 H), 2.05-2.15 (m, 1.5 H), 3.10-3.20 (m, 1.5H), 3.40-3.50 (m, 3.5 H), 4.40-4.55 (m, 1.5 H), 4.95 (m, 1 H), 5.22 (m, 1 H), 5.31 (m, 2 H), 5.54 (m, 1 H). Starting materials: C(C)OC(CC1=CC(=CC=C1)O)=O ((3-Hydroxy-phenyl)-acetic acid ethyl ester), BrC=1C=CC(=C(C=O)C1)F (5-bromo-2-fluorobenzaldehyde), C([O-])([O-])=O.[K+].[K+] (potassium carbonate). The solvent is O1CCOCC1 (1,4-dioxane). Conditions: temperature 120 celsius. The product is C(C)OC(CC1=CC(=CC=C1)OC1=C(C=C(C=C1)Br)C=O)=O ([3-(4-Bromo-2-formyl-phenoxy)-phenyl]-acetic acid ethyl ester). Yield: 37.1%. RXN SMILES: [CH2:1]([O:3][C:4](=[O:13])[CH2:5][C:6]1[CH:11]=[CH:10][CH:9]=[C:8]([OH:12])[CH:7]=1)[CH3:2].[Br:14][C:15]1[CH:16]=[CH:17][C:18](F)=[C:19]([CH:22]=1)[CH:20]=[O:21].C(=O)([O-])[O-].[K+].[K+]>O1CCOCC1>[CH2:1]([O:3][C:4](=[O:13])[CH2:5][C:6]1[CH:11]=[CH:10][CH:9]=[C:8]([O:12][C:18]2[CH:17]=[CH:16][C:15]([Br:14])=[CH:22][C:19]=2[CH:20]=[O:21])[CH:7]=1)[CH3:2] |f:2.3.4|. Procedure details: (3-Hydroxy-phenyl)-acetic acid ethyl ester (1.0 g, 5.2 mmol), 5-bromo-2-fluorobenzaldehyde (1.06 g, 5.2 mmol), and potassium carbonate (1.44 g, 10.4 mmol) were combined in 1,4-dioxane (30 mL) and heated to 120° C. for 3 days. After work-up, the crude material was purified by silica gel chromatography (0-20% EtOAc in hexanes) to give the desired product (0.70 g). Starting materials: CC(C)(C(=O)O)c1ccc2c(c1)N(S(=O)(=O)c1ccc(OC(F)(F)F)cc1)Cc1ccc(C(F)(F)F)nc1N2, CC(C)N. Product: CC(C)NC(=O)C(C)(C)c1ccc2c(c1)N(S(=O)(=O)c1ccc(OC(F)(F)F)cc1)Cc1ccc(C(F)(F)F)nc1N2. RXN SMILES: [CH3:1][C:2]([C:3](=[O:4])[OH:5])([CH3:6])[c:7]1[cH:8][cH:9][c:10]2[c:11]([cH:39]1)[N:12]([S:25](=[O:26])(=[O:27])[c:28]1[cH:29][cH:30][c:31]([O:34][C:35]([F:36])([F:37])[F:38])[cH:32][cH:33]1)[CH2:13][c:14]1[c:15]([n:17][c:18]([C:21]([F:22])([F:23])[F:24])[cH:19][cH:20]1)[NH:16]2.[CH3:40][CH:41]([CH3:42])[NH2:43]>>[CH3:1][C:2]([C:3](=[O:4])[NH:43][CH:41]([CH3:40])[CH3:42])([CH3:6])[c:7]1[cH:8][cH:9][c:10]2[c:11]([cH:39]1)[N:12]([S:25](=[O:26])(=[O:27])[c:28]1[cH:29][cH:30][c:31]([O:34][C:35]([F:36])([F:37])[F:38])[cH:32][cH:33]1)[CH2:13][c:14]1[c:15]([n:17][c:18]([C:21]([F:22])([F:23])[F:24])[cH:19][cH:20]1)[NH:16]2. Starting materials: COC(=O)C(Cc1ccc(-c2ccnc(C)c2C)cc1)NC(=O)C1Cc2cc3c(cc2CN1C(=O)OC(C)(C)C)OC(c1cccc(OCc2ccc(Cl)c(Cl)c2)c1)CO3, ClCCl, Cl. Product: COC(=O)C(Cc1ccc(-c2ccnc(C)c2C)cc1)NC(=O)C1Cc2cc3c(cc2CN1)OC(c1cccc(OCc2ccc(Cl)c(Cl)c2)c1)CO3. Reaction SMILES: [C:1]([O:2][C:3](=[O:4])[N:8]1[CH2:9][c:10]2[cH:11][c:12]3[c:13]([cH:14][c:15]2[CH2:16][CH:17]1[C:18]([NH:19][CH:20]([CH2:21][c:22]1[cH:23][cH:24][c:25](-[c:28]2[c:29]([CH3:35])[c:30]([CH3:34])[n:31][cH:32][cH:33]2)[cH:26][cH:27]1)[C:36](=[O:37])[O:38][CH3:39])=[O:40])[O:41][CH2:42][CH:43]([c:45]1[cH:46][c:47]([O:51][CH2:52][c:53]2[cH:54][c:55]([Cl:60])[c:56]([Cl:59])[cH:57][cH:58]2)[cH:48][cH:49][cH:50]1)[O:44]3)([CH3:5])([CH3:6])[CH3:7].[Cl:62][CH2:63][Cl:64].[ClH:61]>>[NH:8]1[CH2:9][c:10]2[cH:11][c:12]3[c:13]([cH:14][c:15]2[CH2:16][CH:17]1[C:18]([NH:19][CH:20]([CH2:21][c:22]1[cH:23][cH:24][c:25](-[c:28]2[c:29]([CH3:35])[c:30]([CH3:34])[n:31][cH:32][cH:33]2)[cH:26][cH:27]1)[C:36](=[O:37])[O:38][CH3:39])=[O:40])[O:41][CH2:42][CH:43]([c:45]1[cH:46][c:47]([O:51][CH2:52][c:53]2[cH:54][c:55]([Cl:60])[c:56]([Cl:59])[cH:57][cH:58]2)[cH:48][cH:49][cH:50]1)[O:44]3.